From a dataset of the Open Reaction Database (ORD), a public repository of structured organic reaction records. describe an organic reaction: reactants, conditions, products, and yield The reactants are ClC1=C(C(=O)NC=2C=CC=C3C(=CC=NC23)NC2=C(C=CC=C2)NC(=O)C=2C=NC=CC2)C(=CC=C1)Cl (8-(2,6-dichlorobenzoylamino)-4-[2-(3-pyridinecarboxamido)phenylamino]quinoline). Solvent: C(C)(=O)O (acetic acid). Yields the product ClC1=C(C(=O)NC=2C=CC=C3C(=CC=NC23)N2C(=NC3=C2C=CC=C3)C=3C=NC=CC3)C(=CC=C1)Cl (8-(2,6-dichlorobenzoylamino)-4-[2-(3-pyridyl)-1H-benzimidazol-1-yl]quinoline). The yield is 93.9%. As a reaction SMILES: [Cl:1][C:2]1[CH:36]=[CH:35][CH:34]=[C:33]([Cl:37])[C:3]=1[C:4]([NH:6][C:7]1[CH:8]=[CH:9][CH:10]=[C:11]2[C:16]=1[N:15]=[CH:14][CH:13]=[C:12]2[NH:17][C:18]1[CH:23]=[CH:22][CH:21]=[CH:20][C:19]=1[NH:24][C:25]([C:27]1[CH:28]=[N:29][CH:30]=[CH:31][CH:32]=1)=O)=[O:5]>C(O)(=O)C>[Cl:1][C:2]1[CH:36]=[CH:35][CH:34]=[C:33]([Cl:37])[C:3]=1[C:4]([NH:6][C:7]1[CH:8]=[CH:9][CH:10]=[C:11]2[C:16]=1[N:15]=[CH:14][CH:13]=[C:12]2[N:17]1[C:18]2[CH:23]=[CH:22][CH:21]=[CH:20][C:19]=2[N:24]=[C:25]1[C:27]1[CH:28]=[N:29][CH:30]=[CH:31][CH:32]=1)=[O:5]. Procedure: A solution of 8-(2,6-dichlorobenzoylamino)-4-[2-(3-pyridinecarboxamido)phenylamino]quinoline (150 mg) in acetic acid was refluxed for 60 hours. After cooling, the mixture was concentrated in vacuo and diluted with ethyl acetate. The solution was washed with saturated sodium bicarbonate solution, dried over magnesium sulfate and evaporated in vacuo. The residue was crystallized from acetonitrile and collected by filtration to give 8-(2,6-dichlorobenzoylamino)-4-[2-(3-pyridyl)-1H-benzimidazol-1-yl... Starting materials: COC1=CC=C(C=C1)N1CCN(CC1)C=1C(=C(C2=C(CC(O2)(C)CC#N)C1C)C)C ({5-[4-(4-methoxyphenyl)piperazin-1-yl]-2,4,6,7-tetramethyl-2,3-dihydro-1-benzofuran-2-yl}acetonitrile), [OH-].[Na+] (sodium hydroxide), C(C)O (ethanol), Cl (hydrochloric acid), C(C)(=O)OCC (ethyl acetate). Run in O (water). Product: COC1=CC=C(C=C1)N1CCN(CC1)C=1C(=C(C2=C(CC(O2)(C)CC(=O)O)C1C)C)C ({5-[4-(4-methoxyphenyl)piperazin-1-yl]-2,4,6,7-tetramethyl-2,3-dihydro-1-benzofuran-2-yl}acetic acid). Yield: 55.0%. As a reaction SMILES: CO[C:3]1[CH:8]=[CH:7][C:6]([N:9]2[CH2:14][CH2:13][N:12]([C:15]3[C:16]([CH3:30])=[C:17]([CH3:29])[C:18]4[O:22][C:21]([CH2:24]C#N)([CH3:23])[CH2:20][C:19]=4[C:27]=3[CH3:28])[CH2:11][CH2:10]2)=[CH:5][CH:4]=1.[OH-:31].[Na+].[CH2:33](O)C.Cl.[C:37]([O:40]CC)(=[O:39])C>O>[CH3:33][O:31][C:3]1[CH:4]=[CH:5][C:6]([N:9]2[CH2:10][CH2:11][N:12]([C:15]3[C:16]([CH3:30])=[C:17]([CH3:29])[C:18]4[O:22][C:21]([CH2:24][C:37]([OH:40])=[O:39])([CH3:23])[CH2:20][C:19]=4[C:27]=3[CH3:28])[CH2:13][CH2:14]2)=[CH:7][CH:8]=1 |f:1.2|. Procedure details: A mixture of {5-[4-(4-methoxyphenyl)piperazin-1-yl]-2,4,6,7-tetramethyl-2,3-dihydro-1-benzofuran-2-yl}acetonitrile (260 mg, 0.641 mmol) synthesized in Example 140, 8N sodium hydroxide aqueous solution (2.0 mL) and ethanol (10 mL) was stirred under heated reflux for 15 hours. After cooled to room temperature, 1N hydrochloric acid (16 mL) was added thereto, and the reaction solution was distributed using water and ethyl acetate. The organic layer was washed with saturated saline and dried using an... The reactants are C(=O)(O)[O-].[Na+] (NaHCO3), C1=CC=CC=C1 (benzene), ClC1=NC=NC(=C1C=O)Cl (4,6-dichloro-5-pyrimidinecarbaldehyde), O.C1(=CC=C(C=C1)S(=O)(=O)O)C (p-toluenesulfonic acid monohydrate). Solvent: C(CO)O (ethylene glycol), O (H2O). The product is ClC1=NC=NC(=C1C1OCCO1)Cl (4,6-Dichloro-5-[1,3]dioxolan-2-yl-pyrimidine). RXN SMILES: [CH:1]1[CH:6]=CC=CC=1.[Cl:7][C:8]1[C:13]([CH:14]=[O:15])=[C:12]([Cl:16])[N:11]=[CH:10][N:9]=1.O.C1(C)C=CC(S(O)(=O)=[O:25])=CC=1.C([O-])(O)=O.[Na+]>O.C(O)CO>[Cl:7][C:8]1[C:13]([CH:14]2[O:25][CH2:1][CH2:6][O:15]2)=[C:12]([Cl:16])[N:11]=[CH:10][N:9]=1 |f:2.3,4.5|. Procedure: A mixture of 300 ml benzene and 8.2 ml ethylene glycol was heated to reflux and 100 ml solution was distilled off. To the hot solution was added 4,6-dichloro-5-pyrimidinecarbaldehyde (Bionet, 8.6 g, 48.6 mmol) and p-toluenesulfonic acid monohydrate (Aldrich, 150 mg, 0.8 mmol). The mixture was returned to reflux and water was removed via Dean-Stark trap over 3 h. After cooling, the solvents were removed under vacuum to yield a dry, yellow solid. The solids were slurried in H2O (30 ml)/saturated N... Starting materials: CNC(=O)C1(COC2=C(N1)C(=CC=C2)[N+](=O)[O-])C2=NC=CC=C2 (N-Methyl-5-nitro-3-pyridin-2-yl-3,4-dihydro-2H-1,4-benzoxazine-3-carboxamide), [H][H] (hydrogen). Reagents/catalysts: [Pd] (palladium). The solvent is CO (methanol). Run at time 2 hour. Yields the product NC1=CC=CC2=C1NC(CO2)(C(=O)NC)C2=NC=CC=C2 (5-amino-N-methyl-3-pyridin-2-yl-3,4-dihydro-2H-1,4-benzoxazine-3-carboxamide). Isolated yield 22.0%. As a reaction SMILES: [CH3:1][NH:2][C:3]([C:5]1([C:18]2[CH:23]=[CH:22][CH:21]=[CH:20][N:19]=2)[NH:10][C:9]2[C:11]([N+:15]([O-])=O)=[CH:12][CH:13]=[CH:14][C:8]=2[O:7][CH2:6]1)=[O:4].[H][H]>CO.[Pd]>[NH2:15][C:11]1[C:9]2[NH:10][C:5]([C:18]3[CH:23]=[CH:22][CH:21]=[CH:20][N:19]=3)([C:3]([NH:2][CH3:1])=[O:4])[CH2:6][O:7][C:8]=2[CH:14]=[CH:13][CH:12]=1. Procedure details: N-Methyl-5-nitro-3-pyridin-2-yl-3,4-dihydro-2H-1,4-benzoxazine-3-carboxamide (25 mg, 0.080 mmol) was dissolved in methanol (5 mL) in a Parr bottle and degassed with nitrogen, followed by addition of palladium (10% on carbon) (5 mg, 0.05 mmol). The reaction vessel was charged to 50 PSI hydrogen and shaken for 2 h. The reaction mixture was filtered and concentrated in vacuo to give crude 5-amino-N-methyl-3-pyridin-2-yl-3,4-dihydro-2H-1,4-benzoxazine-3-carboxamide (0.005 g. 100%). LCMS calculated f... The reactants are CCO, COc1cccc(C(C)(C)N=[N+]=[N-])c1. Product: COc1cccc(C(C)(C)N)c1. Reaction SMILES: [CH3:15][CH2:16][OH:17].[N:1](=[N+:2]=[N-:3])[C:4]([CH3:5])([CH3:6])[c:7]1[cH:8][c:9]([O:13][CH3:14])[cH:10][cH:11][cH:12]1>>[NH2:1][C:4]([CH3:5])([CH3:6])[c:7]1[cH:8][c:9]([O:13][CH3:14])[cH:10][cH:11][cH:12]1. The reactants are ClC1=C(C=CC=C1)CCCN1CCC(CC1)CCNC(=O)C1=CC2=CN=C3C=CC=C(S1)N32 (N-[2-(1-(3-(2-chlorophenyl)propan-1-yl)piperidin-4-yl)ethan-1-yl]-5-thia-1,8b-diazaacenaphthylene-4-carboxamide), Cl.C(C)(=O)OCC (HCl ethyl acetate). The solvent is C(C)O (ethanol). Yields the product Cl.Cl.ClC1=C(C=CC=C1)CCCN1CCC(CC1)CCNC(=O)C1=CC2=CN=C3C=CC=C(S1)N32 (N-[2-(1-(3-(2-chlorophenyl)propan-1-yl)piperidin-4-yl)ethan-1-yl]-5-thia-1,8b-diazaacenaphthylene-4-carboxamide Dihydrochloride). Isolated yield 91.0%. RXN SMILES: [Cl:1][C:2]1[CH:7]=[CH:6][CH:5]=[CH:4][C:3]=1[CH2:8][CH2:9][CH2:10][N:11]1[CH2:16][CH2:15][CH:14]([CH2:17][CH2:18][NH:19][C:20]([C:22]2[S:32][C:31]3[N:33]4[C:24](=[CH:25][N:26]=[C:27]4[CH:28]=[CH:29][CH:30]=3)[CH:23]=2)=[O:21])[CH2:13][CH2:12]1.[ClH:34].C(OCC)(=O)C>C(O)C>[ClH:1].[ClH:34].[Cl:1][C:2]1[CH:7]=[CH:6][CH:5]=[CH:4][C:3]=1[CH2:8][CH2:9][CH2:10][N:11]1[CH2:12][CH2:13][CH:14]([CH2:17][CH2:18][NH:19][C:20]([C:22]2[S:32][C:31]3[N:33]4[C:24](=[CH:25][N:26]=[C:27]4[CH:28]=[CH:29][CH:30]=3)[CH:23]=2)=[O:21])[CH2:15][CH2:16]1 |f:1.2,4.5.6|. Procedure details: To a solution of 327.9 mg (0.68 mM) of N-[2-(1-(3-(2-chlorophenyl)propan-1-yl)piperidin-4-yl)ethan-1-yl]-5-thia-1,8b-diazaacenaphthylene-4-carboxamide in ethanol (10 ml) was added 2 ml (8.0 mM) of 4N-HCl/ethyl acetate and the mixture was stirred for several minutes. The solvent was then distilled off under reduced pressure and ether was added to the residue. The resulting crystals were collected by filtration and rinsed with ethanol and diethyl ether to provide the title compound as orange-color... Starting materials: COC1=C(N)C=CC=C1 (2-methoxyaniline), [N-](C#N)C#N.[Na+] (sodium dicyanamide). The product is C(#N)N=C(NC1=C(C=CC=C1)OC)N (N″-cyano-N-(2-methoxyphenyl)guanidine). RXN SMILES: [CH3:1][O:2][C:3]1[CH:9]=[CH:8][CH:7]=[CH:6][C:4]=1[NH2:5].[N-:10]([C:13]#[N:14])[C:11]#[N:12].[Na+]>>[C:11]([N:10]=[C:13]([NH2:14])[NH:5][C:4]1[CH:6]=[CH:7][CH:8]=[CH:9][C:3]=1[O:2][CH3:1])#[N:12] |f:1.2|. Reported procedure: A solution of 2-methoxyaniline and sodium dicyanamide was processed as described in Example 71A to provide the desired product.